Dataset: the Open Reaction Database (ORD), a public repository of structured organic reaction records. Task: describe an organic reaction: reactants, conditions, products, and yield Starting materials: [N+](=O)([O-])C1=C(CN2C(=NC=C2)C=O)C=CC=C1 (1-(o-nitrobenzyl)-imidazole-2-carboxaldehyde). Solvent: C(C)O (ethyl alcohol). Conditions: time 4 hour. Yields the product N=1C=CN2C1CNC1=C(C2)C=CC=C1 (10,11-Dihydro-5H-imidazo[2,1,c][1,4]benzodiazepine). RXN SMILES: [N+:1]([C:4]1[CH:17]=[CH:16][CH:15]=[CH:14][C:5]=1[CH2:6][N:7]1[CH:11]=[CH:10][N:9]=[C:8]1[CH:12]=O)([O-])=O>C(O)C>[N:9]1[CH:10]=[CH:11][N:7]2[CH2:6][C:5]3[CH:14]=[CH:15][CH:16]=[CH:17][C:4]=3[NH:1][CH2:12][C:8]=12. Reported procedure: A 5.0 g sample of 1-(o-nitrobenzyl)-imidazole-2-carboxaldehyde is dissolved in 150 ml of hot ethyl alcohol, cooled to room temperature and filtered. To the filtrate is added 0.5 g of 10% Pd/C and the mixture hydrogenated at 48 psi for 4 hours. An additional 0.5 g of 10% Pd/C is added and hydrogenation continued for 25 hours at 65 psi. The mixture is filtered through diatomaceous earth and the cake washed with ethyl acetate. The filtrate is evaporated in vacuo to a residue which is dissolved in m... Reactants: resultant mixture, CC1=C(C=CC(=C1)C1CCNCC1)NC1=NC=C(C(=N1)CCC1=C(C=CC=C1)CC(=O)OC)C(F)(F)F (Methyl 2-(2-(2-(2-((2-methyl-4-(piperidin-4-yl)phenyl)amino)-5-(trifluoromethyl)pyrimidin-4-yl)ethyl)phenyl)acetate), C=O (formaldehyde), C(C)(=O)O[BH-](OC(C)=O)OC(C)=O.[Na+] (Sodium triacetoxyborohydride), C(C)(=O)OCC (Ethyl acetate). Run in CO (MeOH). The product is CC1=C(C=CC(=C1)C1CCN(CC1)C)NC1=NC=C(C(=N1)CCC1=C(C=CC=C1)CC(=O)OC)C(F)(F)F (Methyl 2-(2-(2-(2-((2-methyl-4-(1-methylpiperidin-4-yl)phenyl)amino)-5-(trifluoromethyl)pyrimidin-4-yl)ethyl)phenyl)acetate). As a reaction SMILES: [CH3:1][C:2]1[CH:7]=[C:6]([CH:8]2[CH2:13][CH2:12][NH:11][CH2:10][CH2:9]2)[CH:5]=[CH:4][C:3]=1[NH:14][C:15]1[N:20]=[C:19]([CH2:21][CH2:22][C:23]2[CH:28]=[CH:27][CH:26]=[CH:25][C:24]=2[CH2:29][C:30]([O:32][CH3:33])=[O:31])[C:18]([C:34]([F:37])([F:36])[F:35])=[CH:17][N:16]=1.C=O.[C:40](O[BH-](OC(=O)C)OC(=O)C)(=O)C.[Na+].C(OCC)(=O)C>CO>[CH3:1][C:2]1[CH:7]=[C:6]([CH:8]2[CH2:9][CH2:10][N:11]([CH3:40])[CH2:12][CH2:13]2)[CH:5]=[CH:4][C:3]=1[NH:14][C:15]1[N:20]=[C:19]([CH2:21][CH2:22][C:23]2[CH:28]=[CH:27][CH:26]=[CH:25][C:24]=2[CH2:29][C:30]([O:32][CH3:33])=[O:31])[C:18]([C:34]([F:37])([F:35])[F:36])=[CH:17][N:16]=1 |f:2.3|. Procedure: Methyl 2-(2-(2-(2-((2-methyl-4-(piperidin-4-yl)phenyl)amino)-5-(trifluoromethyl)pyrimidin-4-yl)ethyl)phenyl)acetate (54) (1.10 g, 2.15 mmol) was dissolved in dry MeOH (20 mL) and formaldehyde solution (37% aq; 348 μL, 4.29 mmol) was added. Sodium triacetoxyborohydride (2.27 g, 10.7 mmol) was added under nitrogen and the resultant mixture was stirred at room temperature for 16 hours. Ethyl acetate (50 mL) was added and the mixture was washed with 10% NaHCO3 solution (20 mL). The organic layer was... Starting materials: CCC(CO)Nc1nc(-c2ccc(Br)cc2)cs1, CCOC(C)=O, CCCCCC. The product is CCC1COC(=O)N1c1nc(-c2ccc(Br)cc2)cs1. As a reaction SMILES: [Br:1][c:2]1[cH:3][cH:4][c:5](-[c:8]2[n:9][c:10]([NH:13][CH:14]([CH2:15][OH:16])[CH2:17][CH3:18])[s:11][cH:12]2)[cH:6][cH:7]1.[CH3:19][CH2:20][O:21][C:22](=[O:23])[CH3:24].[CH3:25][CH2:26][CH2:27][CH2:28][CH2:29][CH3:30]>>[Br:1][c:2]1[cH:3][cH:4][c:5](-[c:8]2[n:9][c:10]([N:13]3[CH:14]([CH2:17][CH3:18])[CH2:15][O:16][C:20]3=[O:21])[s:11][cH:12]2)[cH:6][cH:7]1. Reactants: CC(Oc1ncccc1C#N)c1nnc(-c2ccccc2C(F)(F)F)n1C, CCO, [Na+], [OH-], O. The product is CC(Oc1ncccc1C(N)=O)c1nnc(-c2ccccc2C(F)(F)F)n1C. RXN SMILES: [CH3:1][n:2]1[c:3]([CH:17]([CH3:18])[O:19][c:20]2[c:21]([C:22]#[N:23])[cH:24][cH:25][cH:26][n:27]2)[n:4][n:5][c:6]1-[c:7]1[c:8]([C:13]([F:14])([F:15])[F:16])[cH:9][cH:10][cH:11][cH:12]1.[CH3:31][CH2:32][OH:33].[Na+:29].[OH-:28].[OH2:30]>>[CH3:1][n:2]1[c:3]([CH:17]([CH3:18])[O:19][c:20]2[c:21]([C:22]([NH2:23])=[O:28])[cH:24][cH:25][cH:26][n:27]2)[n:4][n:5][c:6]1-[c:7]1[c:8]([C:13]([F:14])([F:15])[F:16])[cH:9][cH:10][cH:11][cH:12]1. Reactants: S(=O)(=O)(OC)OC (Dimethyl sulfate), C(C=C)C=1C(=NC2=CC=CC=C2C1O)O (3-(prop-2-en-1-yl)quinoline-2,4-diol), C([O-])([O-])=O.[K+].[K+] (potassium carbonate). Solvent: CC(=O)C (acetone). Run at time 3 hour. The product is COC1=C(C(=NC2=CC=CC=C12)O)CC=C (4-methoxy-3-(prop-2-en-1-yl)quinolin-2-ol). As a reaction SMILES: S(OC)(O[CH3:5])(=O)=O.[CH2:8]([C:11]1[C:12]([OH:22])=[N:13][C:14]2[C:19]([C:20]=1[OH:21])=[CH:18][CH:17]=[CH:16][CH:15]=2)[CH:9]=[CH2:10].C(=O)([O-])[O-].[K+].[K+]>CC(C)=O>[CH3:5][O:21][C:20]1[C:19]2[C:14](=[CH:15][CH:16]=[CH:17][CH:18]=2)[N:13]=[C:12]([OH:22])[C:11]=1[CH2:8][CH:9]=[CH2:10] |f:2.3.4|. Procedure: Dimethyl sulfate (0.237 ml) was added to a mixture of 3-(prop-2-en-1-yl)quinoline-2,4-diol (1.0 g) and potassium carbonate (1.37 g) in acetone (100 ml) and the mixture was stirred at room temperature for 3 hours then warmed to 40° C. for 30 minutes. The reaction mixture was cooled and the solids were removed by filtration. The filtrate was concentrated in vacuo. Purification by flash chromatography (ISCO, 4-10% acetone/DCM) gave the desired product (0.70 g). LRMS (ES+) M/Z (M+H)+ 216.0. The reactants are CO, [H][H], COC(=O)c1cc([N+](=O)[O-])n[nH]1. Product: COC(=O)c1cc(N)n[nH]1. Reaction SMILES: [CH3:15][OH:16].[H:13][H:14].[N+:1]([O-:2])(=[O:3])[c:4]1[n:5][nH:6][c:7]([C:9](=[O:10])[O:11][CH3:12])[cH:8]1>>[NH2:1][c:4]1[n:5][nH:6][c:7]([C:9](=[O:10])[O:11][CH3:12])[cH:8]1.